describe an organic reaction: reactants, conditions, products, and yield From a dataset of the Open Reaction Database (ORD), a public repository of structured organic reaction records. Reaction SMILES: [Cl:1][C:2]1[CH:3]=[CH:4][C:5]2[C:6](=[O:25])[C:7]3[C:14](=[O:15])[N:13]([NH:16][C:17]4[CH:22]=[CH:21][C:20]([F:23])=[CH:19][CH:18]=4)[C:12](=[O:24])[C:8]=3[NH:9][C:10]=2[CH:11]=1.CS(O)(=O)=O>CO>[Cl:1][C:2]1[CH:3]=[CH:4][C:5]2[C:6](=[O:25])[C:7]3[C:14]([OH:15])=[N:13][N:16]([C:17]4[CH:22]=[CH:21][C:20]([F:23])=[CH:19][CH:18]=4)[C:12](=[O:24])[C:8]=3[NH:9][C:10]=2[CH:11]=1. The reactants are ClC=1C=CC=2C(C3=C(NC2C1)C(N(C3=O)NC3=CC=C(C=C3)F)=O)=O (6-chloro-2-(4-fluoroanilino)-2,3,4,9-tetrahydro-1H-pyrrolo[3,4-b]quinoline-1,3,9-trione), CS(=O)(=O)O (methanesulfonic acid). The product is ClC=1C=CC=2C(C3=C(NC2C1)C(N(N=C3O)C3=CC=C(C=C3)F)=O)=O (7-Chloro-3-(4-fluorophenyl)-1-hydroxy-3,4,5,10-tetrahydropyridazino[4,5-b]quinoline-4,10-dione). Yield: 26.7%. Solvent: CO (methanol). Reported procedure: A stirred suspension of 6-chloro-2-(4-fluoroanilino)-2,3,4,9-tetrahydro-1H-pyrrolo[3,4-b]quinoline-1,3,9-trione (1.40 g, 3.90 mM) in a solution of methanol (0.73 L) and methanesulfonic acid (73 mL) was refluxed for 16 hours and cooled to room temperature. The resulting orange suspension was filtered (the filtrate was saved for use in Example 26) and the collected solids were washed successively with methanol and ether to give the title compound (0.374 g, 27%) as a light orange powder, mp>400° C....